From a dataset of the Open Reaction Database (ORD), a public repository of structured organic reaction records. describe an organic reaction: reactants, conditions, products, and yield The reactants are C1(=CC=C(C=C1)S(=O)(=O)Cl)C (para-toluenesulfonyl chloride), C1C(CCC1)CCO ((2-cyclopentyl)ethyl alcohol), N1=CC=CC=C1 (pyridine). Run at time 6 hour. Yields the product C=1(C(=CC=CC1)S(=O)(=O)OCCC1CCCC1)C ((2-Cyclopentyl)ethyl toluenesulfonate). Isolated yield 73.0%. Reaction SMILES: [C:1]1(C)[CH:6]=[CH:5][C:4]([S:7](Cl)(=[O:9])=[O:8])=[CH:3][CH:2]=1.[CH2:12]1[CH2:16][CH2:15][CH2:14][CH:13]1[CH2:17][CH2:18][OH:19].N1C=CC=C[CH:21]=1>>[C:3]1([CH3:21])[C:4]([S:7]([O:19][CH2:18][CH2:17][CH:13]2[CH2:14][CH2:15][CH2:16][CH2:12]2)(=[O:8])=[O:9])=[CH:5][CH:6]=[CH:1][CH:2]=1. Procedure: A para-toluenesulfonyl chloride (16.0 g, 83.8 mmol) was added to the pyridine (250 ml) solution of (2-cyclopentyl)ethyl alcohol (8.76 g, 76.2 mmol) and then the reaction mixture was stirred at room temperature for 6 hrs. After the removement of pyridine, the residue was extracted with ethyl acetate, washed with 1N HCl, dried, filtered and separated by column chromatography to give a desirable product (15.7 g). As a reaction SMILES: [CH3:41][CH2:42][O:43][C:44]([CH3:45])=[O:46].[CH3:47][N:48]1[CH2:49][CH2:50][CH2:51][C:52]1=[O:53].[Cl:1][c:2]1[n:3][c:4]([NH:17][CH:18]2[CH2:19][CH2:20]2)[c:5]2[c:6]([n:7]1)[CH:8]([c:11]1[cH:12][cH:13][cH:14][cH:15][cH:16]1)[CH2:9][CH2:10]2.[Cl:21][c:22]1[n:23][cH:24][n:25](-[c:27]2[c:28]([O:34][CH3:35])[cH:29][c:30]([NH2:31])[cH:32][cH:33]2)[cH:26]1.[S:36](=[O:37])(=[O:38])([OH:39])[OH:40]>>[c:2]1([NH:31][c:30]2[cH:29][c:28]([O:34][CH3:35])[c:27](-[n:25]3[cH:24][n:23][c:22]([Cl:21])[cH:26]3)[cH:33][cH:32]2)[n:3][c:4]([NH:17][CH:18]2[CH2:19][CH2:20]2)[c:5]2[c:6]([n:7]1)[CH:8]([c:11]1[cH:12][cH:13][cH:14][cH:15][cH:16]1)[CH2:9][CH2:10]2. The reactants are CCOC(C)=O, CN1CCCC1=O, Clc1nc(NC2CC2)c2c(n1)C(c1ccccc1)CC2, COc1cc(N)ccc1-n1cnc(Cl)c1, O=S(=O)(O)O. Yields the product COc1cc(Nc2nc(NC3CC3)c3c(n2)C(c2ccccc2)CC3)ccc1-n1cnc(Cl)c1. Reactants: CCOCC (ether), C(C)(C)(C)OC(=O)N[C@H](CCC(=O)OCC1=CC=CC=C1)C(N)=O (benzyl t-butyloxycarbonyl-D-isoglutaminate), saturated solution, Cl (hydrogen chloride). Procedure: To 3.36 of benzyl t-butyloxycarbonyl-D-isoglutaminate (4, n = 2) there is added 50 ml of a saturated solution of hydrogen chloride in ethyl acetate. The reaction mixture is stored at 22° C for 10 minutes and then 75 ml of ether is added to precipitate the product, which is collected by centrifugation and carefully dried in vacuo to give benzyl D-isoglutaminate hydrochloride (5, n = 2) which is used without further purification in step B of this example. Solvent: C(C)(=O)OCC (ethyl acetate). Reaction SMILES: C(OC([NH:8][C@@H:9]([C:22](=[O:24])[NH2:23])[CH2:10][CH2:11][C:12]([O:14][CH2:15][C:16]1[CH:21]=[CH:20][CH:19]=[CH:18][CH:17]=1)=[O:13])=O)(C)(C)C.[ClH:25].CCOCC>C(OCC)(=O)C>[ClH:25].[NH2:8][C@@H:9]([C:22](=[O:24])[NH2:23])[CH2:10][CH2:11][C:12]([O:14][CH2:15][C:16]1[CH:21]=[CH:20][CH:19]=[CH:18][CH:17]=1)=[O:13] |f:4.5|. Reaction conditions: time 10 minute. Yields the product Cl.N[C@H](CCC(=O)OCC1=CC=CC=C1)C(N)=O (benzyl D-isoglutaminate hydrochloride).